From a dataset of the Open Reaction Database (ORD), a public repository of structured organic reaction records. describe an organic reaction: reactants, conditions, products, and yield Starting materials: [H][H] (hydrogen), C(=O)(OCC1=CC=CC=C1)NCCCCC1=CC=C(C=C1)OCCOC (N-Cbz-4-[4-(1,4-Dioxapent-1-yl)phenyl]butylamine), C(C)(=O)O (acetic acid), C(C)O (ethanol). The reagents and catalysts are [Pd] (Pd/C). Product: O(CCOC)C(CCCN)C1=CC=CC=C1 (4-(1,4-Dioxapent-1-yl)phenylbutylamine). Isolated yield 92.0%. As a reaction SMILES: C([NH:11][CH2:12][CH2:13][CH2:14][CH2:15][C:16]1[CH:21]=[CH:20][C:19](OCCOC)=[CH:18][CH:17]=1)(OCC1C=CC=CC=1)=O.[C:27](O)(=[O:29])C.[H][H].[CH2:33]([OH:35])[CH3:34]>[Pd]>[O:35]([CH:15]([C:16]1[CH:17]=[CH:18][CH:19]=[CH:20][CH:21]=1)[CH2:14][CH2:13][CH2:12][NH2:11])[CH2:33][CH2:34][O:29][CH3:27]. Reported procedure: To a solution of 64 (2.27 g, 6.4 mmol) in ethanol (60 mL) with acetic acid (1 wt. %) was added Pd/C catalyst (300 mg, 10% wet) then the mixture was shaken for 18 h at 30 psi of hydrogen in a Parr hydrogenator. The pressure was released and the catalyst was filtered off through a pad of silica gel. The solvent was removed at reduced pressure to provide 65 (1.3 g, 92%). 1H NMR (300 MHz, CDCl3) δ 1.60 (br s, 4H), 2.00 (s, 2H) 2.55 (br s, 2H), 2.85 (br s, 2H), 3.47 (s, 3H), 3.73 (m, 2H), 4.10 (m, 2H... Reactants: C(C1=CC=CC=C1)N1C2=C(N[C@H]3[C@@H](C1=O)CCC3)C=CC=C2 ((3aR*,10aS*)-9-benzyl-2,3,3a,4,9,10a-hexahydrobenzo[b]cyclopenta[e][1,4]-diazepin-10(1H)-one), [H-].[Na+] (sodium hydride), CI (methyl iodide), C(O)([O-])=O.[Na+] (sodium hydrogencarbonate). The solvent is CN(C=O)C (N,N-dimethylformamide), O (water). Reaction conditions: temperature 80 celsius, time 13 hour. The product is C(C1=CC=CC=C1)N1C2=C(N([C@H]3[C@@H](C1=O)CCC3)C)C=CC=C2 ((3aR*,10aS*)-9-Benzyl-4-methyl-2,3,3a,4,9,10a-hexahydrobenzo[b]cyclopenta[e][1,4]diazepin-10(1H)-one). The yield is 82.0%. As a reaction SMILES: [CH2:1]([N:8]1[C:14](=[O:15])[C@H:13]2[CH2:16][CH2:17][CH2:18][C@H:12]2[NH:11][C:10]2[CH:19]=[CH:20][CH:21]=[CH:22][C:9]1=2)[C:2]1[CH:7]=[CH:6][CH:5]=[CH:4][CH:3]=1.[H-].[Na+].CI.[C:27](=O)([O-])O.[Na+]>CN(C)C=O.O>[CH2:1]([N:8]1[C:14](=[O:15])[C@H:13]2[CH2:16][CH2:17][CH2:18][C@H:12]2[N:11]([CH3:27])[C:10]2[CH:19]=[CH:20][CH:21]=[CH:22][C:9]1=2)[C:2]1[CH:3]=[CH:4][CH:5]=[CH:6][CH:7]=1 |f:1.2,4.5|. Procedure details: To a solution of (3aR*,10aS*)-9-benzyl-2,3,3a,4,9,10a-hexahydrobenzo[b]cyclopenta[e][1,4]-diazepin-10(1H)-one (2.93 g, 10 mmol) in N,N-dimethylformamide (20 mL) were added sodium hydride (60% liquid paraffin dispersion, 0.41 g, 10 mmol) and methyl iodide (1.3 mL, 21 mmol). The mixture was stirred for 13 hours at 80° C. To the reaction mixture were added water and, then, a saturated aqueous solution of sodium hydrogencarbonate. The mixture was subjected extraction with ethyl acetate three times. ... Reactants: COC1=CC=C(C(=C1)[N+](=O)[O-])C1=C(C2=CC(=C(C=C2C=C1)OC)OC)C=O (2-(4-methoxy-6-nitrophenyl)-6,7-dimethoxy-1-naphthaldehyde). The reagents and catalysts are [Zn] (zinc). The solvent is C(C)(=O)O (acetic acid). Product: COC1=CC2=C(C=3C=NC=4C=C(C=CC4C3C=C2)OC)C=C1OC (2,3,8-Trimethoxybenzo[i]phenanthridine). Isolated yield 7.7%. Reaction SMILES: [CH3:1][O:2][C:3]1[CH:8]=[C:7]([N+:9]([O-])=O)[C:6]([C:12]2[CH:21]=[CH:20][C:19]3[C:14](=[CH:15][C:16]([O:24][CH3:25])=[C:17]([O:22][CH3:23])[CH:18]=3)[C:13]=2[CH:26]=O)=[CH:5][CH:4]=1>C(O)(=O)C.[Zn]>[CH3:23][O:22][C:17]1[C:16]([O:24][CH3:25])=[CH:15][C:14]2[C:13]3[CH:26]=[N:9][C:7]4[CH:8]=[C:3]([O:2][CH3:1])[CH:4]=[CH:5][C:6]=4[C:12]=3[CH:21]=[CH:20][C:19]=2[CH:18]=1. Procedure: A mixture of 2-(4-methoxy-6-nitrophenyl)-6,7-dimethoxy-1-naphthaldehyde (30 mg, 0.81 mmol) in acetic acid (3 ml) and zinc dust (100 mg, 1.5 mmol) was heated to reflux for 3 hours. Acetic acid was evaporated in vacuo and the residue extacted with chloroform. The chloroform solution was filtered through a celite bed. The filtrate was washed successively with saturated sodium bicarbonate solution and brine and evaporated to dryness. The residue obtained was chromatographed on 75 g silica using a 1:... Starting materials: C(C)(=O)C1=C(C(=C(OCC2=CC=C(C=C2)C(=C)C=2C=C(C#N)C=CC2)C=C1)CCC)O (3-{1-[4-(4-acetyl-3-hydroxy-2-propyl-phenoxymethyl)-phenyl]-vinyl}-benzonitrile). The reagents and catalysts are O=[Pt]=O (PtO2). Solvent: C(C)(=O)OCC (ethyl acetate). Product: C(C)(=O)C1=C(C(=C(OCC2=CC=C(C=C2)C(C)C=2C=C(C#N)C=CC2)C=C1)CCC)O (3-{1-[4-(4-acetyl-3-hydroxy-2-propyl-phenoxymethyl)-phenyl]-ethyl}-benzonitrile). Reaction SMILES: [C:1]([C:4]1[CH:27]=[CH:26][C:7]([O:8][CH2:9][C:10]2[CH:15]=[CH:14][C:13]([C:16]([C:18]3[CH:19]=[C:20]([CH:23]=[CH:24][CH:25]=3)[C:21]#[N:22])=[CH2:17])=[CH:12][CH:11]=2)=[C:6]([CH2:28][CH2:29][CH3:30])[C:5]=1[OH:31])(=[O:3])[CH3:2]>O=[Pt]=O.C(OCC)(=O)C>[C:1]([C:4]1[CH:27]=[CH:26][C:7]([O:8][CH2:9][C:10]2[CH:11]=[CH:12][C:13]([CH:16]([C:18]3[CH:19]=[C:20]([CH:23]=[CH:24][CH:25]=3)[C:21]#[N:22])[CH3:17])=[CH:14][CH:15]=2)=[C:6]([CH2:28][CH2:29][CH3:30])[C:5]=1[OH:31])(=[O:3])[CH3:2]. Reported procedure: Add 3-{1-[4-(4-acetyl-3-hydroxy-2-propyl-phenoxymethyl)-phenyl]-vinyl}-benzonitrile (0.105 g, 0.255 mmol), ethyl acetate (50 ml) and PtO2 (0.010 g) to a Parr pressure vessel. Purge the reaction vessel with nitrogen, pressurize the reaction mixture with hydrogen (400 KPa), seal the vessel and agitate the reaction at ambient temperature. Continue the reaction for 2.5 hours. Vent the excess hydrogen from the vessel and purge the vessel with nitrogen. Filter the reaction mixture to remove the platin... Starting materials: [Cl-].O[NH3+] (hydroxylammonium chloride), C(O)([O-])=O.[Na+] (sodium hydrogen carbonate), CS(=O)C (dimethyl sulfoxide), CC1=NN=C(O1)[C@@H]1CC[C@H](CC1)N1C=2N(C(=C(C1=O)CC1=CC=C(C=C1)C=1C(=CC=CC1)C#N)CCC)N=CN2 (4′-({4-[trans-4-(5-methyl-1,3,4-oxadiazol-2-yl)cyclohexyl]-5-oxo-7-propyl-4,5-dihydro[1,2,4]triazolo[1,5-a]pyrimidin-6-yl}methyl)biphenyl-2-carbonitrile). Run in C(C)(=O)OCC (ethyl acetate). Run at temperature 40 celsius, time 30 minute. The product is CC1=NN=C(O1)[C@@H]1CC[C@H](CC1)N1C=2N(C(=C(C1=O)CC1=CC=C(C=C1)C1=C(C=CC=C1)C1=NOC(N1)=O)CCC)N=CN2 (4-[trans-4-(5-methyl-1,3,4-oxadiazol-2-yl)cyclohexyl]-6-{[2′-(5-oxo-4,5-dihydro-1,2,4-oxadiazol-3-yl)biphenyl-4-yl]methyl}-7-propyl[1,2,4]triazolo[1,5-a]pyrimidin-5(4H)-one). Isolated yield 41.5%. Reaction SMILES: [Cl-].O[NH3+:3].[C:4](=[O:7])([O-])[OH:5].[Na+].CS(C)=O.[CH3:13][C:14]1[O:18][C:17]([C@H:19]2[CH2:24][CH2:23][C@H:22]([N:25]3[C:30](=[O:31])[C:29]([CH2:32][C:33]4[CH:38]=[CH:37][C:36]([C:39]5[C:40]([C:45]#[N:46])=[CH:41][CH:42]=[CH:43][CH:44]=5)=[CH:35][CH:34]=4)=[C:28]([CH2:47][CH2:48][CH3:49])[N:27]4[N:50]=[CH:51][N:52]=[C:26]34)[CH2:21][CH2:20]2)=[N:16][N:15]=1>C(OCC)(=O)C>[CH3:13][C:14]1[O:18][C:17]([C@H:19]2[CH2:20][CH2:21][C@H:22]([N:25]3[C:30](=[O:31])[C:29]([CH2:32][C:33]4[CH:38]=[CH:37][C:36]([C:39]5[CH:44]=[CH:43][CH:42]=[CH:41][C:40]=5[C:45]5[NH:3][C:4](=[O:7])[O:5][N:46]=5)=[CH:35][CH:34]=4)=[C:28]([CH2:47][CH2:48][CH3:49])[N:27]4[N:50]=[CH:51][N:52]=[C:26]34)[CH2:23][CH2:24]2)=[N:16][N:15]=1 |f:0.1,2.3|. Procedure details: A mixture of hydroxylammonium chloride (0.35 g), sodium hydrogen carbonate (0.57 g) and dimethyl sulfoxide (10 mL) was stirred at 40° C. for 30 min, 4′-({4-[trans-4-(5-methyl-1,3,4-oxadiazol-2-yl)cyclohexyl]-5-oxo-7-propyl-4,5-dihydro[1,2,4]triazolo[1,5-a]pyrimidin-6-yl}methyl)biphenyl-2-carbonitrile (0.18 g) was added, and the mixture was stirred at 90° C. for 16 hr. The reaction mixture was diluted with ethyl acetate, washed with water and then with saturated brine, and dried over anhydrous ma... Procedure: The next step in the synthesis was the addition of cyclohexene oxide to α-cumylpotassium to produce trans-2-cumylcyclohexanol. Dropwise addition of 105 mL (1.0 mol) of cyclohexene oxide (available from Lancaster Synthesis, Ltd., Windham, N.H., U.S.A.) followed; as before, the cyclohexene oxide addition was controlled so that the bath temperature did not rise above 30° C. As cyclohexene oxide was added, the reaction mixture thinned and became black. After this addition, the mixture was stirred fo... Reactants: C12C(CCCC1)O2 (cyclohexene oxide), C(C)(C)(C1=CC=CC=C1)[K] (α-cumylpotassium). The product is CC(C)(C1=CC=CC=C1)[C@H]1[C@@H](CCCC1)O (racemic trans-2-(1-methyl-1-phenylethyl)cyclohexanol). Reaction SMILES: [CH:1]12[O:7][CH:2]1[CH2:3][CH2:4][CH2:5][CH2:6]2.[C:8]([K])([C:11]1[CH:16]=[CH:15][CH:14]=[CH:13][CH:12]=1)([CH3:10])[CH3:9]>>[CH3:9][C:8]([C@@H:2]1[CH2:3][CH2:4][CH2:5][CH2:6][C@H:1]1[OH:7])([C:11]1[CH:16]=[CH:15][CH:14]=[CH:13][CH:12]=1)[CH3:10]. The reactants are CSC1=NC=NC2=CC(=C(C=C12)OC)OS(=O)(=O)C(F)(F)F (4-(methylthio)-6-methoxy-7-(trifluoromethanesulphonyloxy)quinazoline), C(CCC)[Sn](/C=C/CO)(CCCC)CCCC (E-3-(tributylstannyl)-2-propen-1-ol), bisdichloro(triphenylphosphine)palladium, [Cl-].[Li+] (lithium chloride). Solvent: CN(C=O)C (dimethylformamide). Reaction conditions: temperature 65 celsius. Yields the product CSC1=NC=NC2=CC(=C(C=C12)OC)C=CCO (4-(methylthio)-6-methoxy-7-(3-hydroxyprop-1-enyl)quinazoline). The yield is 43.7%. RXN SMILES: [CH3:1][S:2][C:3]1[C:12]2[C:7](=[CH:8][C:9](OS(C(F)(F)F)(=O)=O)=[C:10]([O:13][CH3:14])[CH:11]=2)[N:6]=[CH:5][N:4]=1.C([Sn](CCCC)(CCCC)/[CH:28]=[CH:29]/[CH2:30][OH:31])CCC.[Cl-].[Li+]>CN(C)C=O>[CH3:1][S:2][C:3]1[C:12]2[C:7](=[CH:8][C:9]([CH:28]=[CH:29][CH2:30][OH:31])=[C:10]([O:13][CH3:14])[CH:11]=2)[N:6]=[CH:5][N:4]=1 |f:2.3|. Reported procedure: A suspension of 4-(methylthio)-6-methoxy-7-(trifluoromethanesulphonyloxy)quinazoline (1.1 g, 3.1 mmol), E-3-(tributylstannyl)-2-propen-1-ol (1.12 g, 3.23 mmol), bisdichloro(triphenylphosphine)palladium (44 mg, 0.06 mmol) and lithium chloride (395 mg, 9.32 mmol) in dimethylformamide (14 ml) was heated at 65° C. for 3 hours. The mixture was cooled to ambient temperature, the solid was recovered by suction filtration and washed with ether. Drying in vacuo yielded 4-(methylthio)-6-methoxy-7-(3-hydro...